Dataset: the Open Reaction Database (ORD), a public repository of structured organic reaction records. Task: describe an organic reaction: reactants, conditions, products, and yield Starting materials: Cl (HCl), N(=[N+]=[N-])CC=1C(=NC2=CC=CC=C2C1C(=O)OC)C1=CC=CC=C1 (Methyl 3-(azidomethyl)-2-phenylquinoline-4-carboxylate), O.[OH-].[Li+] (lithium hydroxide monohydrate). Run in CO (methanol), O (water). Yields the product N(=[N+]=[N-])CC=1C(=NC2=CC=CC=C2C1C(=O)O)C1=CC=CC=C1 (3-(azidomethyl)-2-phenylquinoline-4-carboxylic acid). The yield is 78.9%. RXN SMILES: [N:1]([CH2:4][C:5]1[C:6]([C:19]2[CH:24]=[CH:23][CH:22]=[CH:21][CH:20]=2)=[N:7][C:8]2[C:13]([C:14]=1[C:15]([O:17]C)=[O:16])=[CH:12][CH:11]=[CH:10][CH:9]=2)=[N+:2]=[N-:3].O.[OH-].[Li+].Cl>CO.O>[N:1]([CH2:4][C:5]1[C:6]([C:19]2[CH:24]=[CH:23][CH:22]=[CH:21][CH:20]=2)=[N:7][C:8]2[C:13]([C:14]=1[C:15]([OH:17])=[O:16])=[CH:12][CH:11]=[CH:10][CH:9]=2)=[N+:2]=[N-:3] |f:1.2.3|. Reported procedure: To a solution of methyl 3-(azidomethyl)-2-phenylquinoline-4-carboxylate (2b) (1781 mg, 5.0 mmol) in methanol (50 mL) was added the solution of lithium hydroxide monohydrate (674 mg, 28.1 mmol) in 25 mL water. The reaction mixture was stirred at reflux for 4 h and the residue was acidified with 1 N HCl to pH 2. The volume of reaction mixture was reduced under reduced pressure. The resulting aqueous phase was extracted with ethyl acetate (150 mL). The organic phase was separated and washed with br... Reaction SMILES: Cl[CH2:2][CH2:3][O:4][C:5]1[CH:10]=[CH:9][CH:8]=[CH:7][C:6]=1[C:11]1([NH:15][C:16]2[C:17](=[O:35])[N:18]([C:22]3[CH:23]=[C:24]([CH:31]=[CH:32][C:33]=3[CH3:34])[C:25]([NH:27][CH:28]3[CH2:30][CH2:29]3)=[O:26])[CH:19]=[CH:20][N:21]=2)[CH2:14][CH2:13][CH2:12]1.[CH2:36]([NH2:38])[CH3:37]>>[CH:28]1([NH:27][C:25](=[O:26])[C:24]2[CH:31]=[CH:32][C:33]([CH3:34])=[C:22]([N:18]3[CH:19]=[CH:20][N:21]=[C:16]([NH:15][C:11]4([C:6]5[CH:7]=[CH:8][CH:9]=[CH:10][C:5]=5[O:4][CH2:3][CH2:2][NH:38][CH2:36][CH3:37])[CH2:14][CH2:13][CH2:12]4)[C:17]3=[O:35])[CH:23]=2)[CH2:30][CH2:29]1. Procedure: The title product was prepared from 3-(3-(1-(2-(2-chloroethoxy)phenyl)cyclobutylamino)-2-oxopyrazin-1(2H)-yl)-N-cyclopropyl-4-methylbenzamide (Example 268g) and ethylamine using a similar method to that described for example 167f. Yields the product C1(CC1)NC(C1=CC(=C(C=C1)C)N1C(C(=NC=C1)NC1(CCC1)C1=C(C=CC=C1)OCCNCC)=O)=O (N-Cyclopropyl-3-[3-[[1-[2-[2-(ethylamino)ethoxy]phenyl]cyclobutyl]amino]-2-oxo-1(2H)-pyrazinyl]-4-methyl-benzamide). Reactants: ClCCOC1=C(C=CC=C1)C1(CCC1)NC=1C(N(C=CN1)C=1C=C(C(=O)NC2CC2)C=CC1C)=O (3-(3-(1-(2-(2-chloroethoxy)phenyl)cyclobutylamino)-2-oxopyrazin-1(2H)-yl)-N-cyclopropyl-4-methylbenzamide), C(C)N (ethylamine). As a reaction SMILES: [CH3:1][CH:2]1[CH:6]([CH2:7][CH3:8])[O:5][CH:4]([CH2:9][NH:10][C:11]2[CH:16]=[CH:15][CH:14]=[CH:13][C:12]=2OC)[O:3]1.[CH2:19]([O:21][CH2:22]C)C.[C:24](=[O:27])([O-])[O-].[Na+].[Na+].[Cl:30]CC(Cl)=O>O>[CH3:1][CH:2]1[CH:6]([CH2:7][CH3:8])[O:5][CH:4]([CH2:9][N:10]([C:24](=[O:27])[CH:19]([O:21][CH3:22])[Cl:30])[C:11]2[CH:12]=[CH:13][CH:14]=[CH:15][CH:16]=2)[O:3]1 |f:2.3.4|. Reported procedure: N-(4-Methyl-5-ethyl-1,3-dioxolan-2-ylmethyl)-2-methoxyaniline (0.25 mole), diethyl ether (30 ml), sodium carbonate (35.5 grams) and water (50 ml) are charged into a glass reaction vessel equipped with stirrer, thermometer and cooling means. The mixture is cooled to about 5° C. and chloroacetyl chloride (0.28 mole) is added dropwise with stirring. After the addition is completed, stirring is continued for 1 hour. After this time the organic phase is separated from the aqueous phase and is filtere... The product is CC1OC(OC1CC)CN(C1=CC=CC=C1)C(C(Cl)OC)=O (N-(4-methyl-5-ethyl-1,3-dioxolan-2-ylmethyl)-2-methoxy-α-chloroacetanilide). Conditions: temperature 5 celsius, time 1 hour. Solvent: O (water). Starting materials: ClCC(=O)Cl (chloroacetyl chloride), CC1OC(OC1CC)CNC1=C(C=CC=C1)OC (N-(4-Methyl-5-ethyl-1,3-dioxolan-2-ylmethyl)-2-methoxyaniline), C(C)OCC (diethyl ether), C([O-])([O-])=O.[Na+].[Na+] (sodium carbonate).